From a dataset of the Open Reaction Database (ORD), a public repository of structured organic reaction records. describe an organic reaction: reactants, conditions, products, and yield Starting materials: [OH-].[Na+] (sodium hydroxide), ClCC(=O)Cl (chloroacetyl chloride), C1=CC=CC=C1 (benzene), solution, [OH-].[Na+] (sodium hydroxide), ClCC(=O)Cl (chloroacetyl chloride), C1OC2=CC3=C(CCNCC3)C=C2O1 (2,3,4,5-tetrahydro-7,8-methylenedioxy-1H-3-benzazepine). Run in O (water). Conditions: time 10 minute. Yields the product ClCC(=O)N1CCC2=C(CC1)C=C1C(=C2)OCO1 (3-Chloroacetyl-2,3,4,5 tetrahydro-7,8-methylenedioxy1H-3-benzazepine). As a reaction SMILES: [CH2:1]1[O:14][C:13]2[C:3](=[CH:4][C:5]3[CH2:11][CH2:10][NH:9][CH2:8][CH2:7][C:6]=3[CH:12]=2)[O:2]1.C1C=CC=CC=1.[OH-].[Na+].[Cl:23][CH2:24][C:25](Cl)=[O:26]>O>[Cl:23][CH2:24][C:25]([N:9]1[CH2:10][CH2:11][C:5]2[CH:4]=[C:3]3[O:2][CH2:1][O:14][C:13]3=[CH:12][C:6]=2[CH2:7][CH2:8]1)=[O:26] |f:2.3|. Procedure details: One-tenth mole, 22.7 g, of 2,3,4,5-tetrahydro-7,8-methylenedioxy-1H-3-benzazepine was dissolved in 200 ml of water and 200 ml of benzene added. Forty ml of a 10% solution of sodium hydroxide was added to the vigorously stirred emulsion and 17 g (0.15 mole) of chloroacetyl chloride was added dropwise. As the pH approached 5, another 10-ml portion of 10% sodium hydroxide solution was added until a total of 100 ml has been added. After all the chloroacetyl chloride had been added, the mixture, whic...